Dataset: the Open Reaction Database (ORD), a public repository of structured organic reaction records. Task: describe an organic reaction: reactants, conditions, products, and yield Starting materials: CC(N)C(Oc1ccc2c(cnn2-c2ccc(F)cc2)c1)c1ccccc1, O=C(Cl)C(F)F. Product: CC(NC(=O)C(F)F)C(Oc1ccc2c(cnn2-c2ccc(F)cc2)c1)c1ccccc1. Reaction SMILES: [F:1][c:2]1[cH:3][cH:4][c:5](-[n:8]2[n:9][cH:10][c:11]3[cH:12][c:13]([O:17][CH:18]([CH:19]([CH3:20])[NH2:21])[c:22]4[cH:23][cH:24][cH:25][cH:26][cH:27]4)[cH:14][cH:15][c:16]23)[cH:6][cH:7]1.[F:28][CH:29]([C:30](=[O:31])[Cl:32])[F:33]>>[F:1][c:2]1[cH:3][cH:4][c:5](-[n:8]2[n:9][cH:10][c:11]3[cH:12][c:13]([O:17][CH:18]([CH:19]([CH3:20])[NH:21][C:30]([CH:29]([F:28])[F:33])=[O:31])[c:22]4[cH:23][cH:24][cH:25][cH:26][cH:27]4)[cH:14][cH:15][c:16]23)[cH:6][cH:7]1. Yield: 88.0%. Yields the product C(C)(=O)N1N=C(C2=C(CC1C)C=C(C=C2)Cl)C2=CC=C(C=C2)[N+](=O)[O-] (3-Acetyl-7-chloro-4-methyl-1-(4-nitrophenyl)-4,5-dihydro-3H-2,3-benzodiazepine). Reported procedure: 0.72 g (2.2 mmoles) of 7-chloro-4-methyl-1-(4-nitrophenyl)-4,5-dihydro-3H-2,3-benzodiazepine are stirred in 4 ml of acetic anhydride at 25° C. for 3 hours, then the reaction mixture is poured onto 20 ml of ice water, the crystalline product is filtered and washed with water several times. The crude product obtained is purified by suspending it in 4 ml of hot ethanol. After filtration and drying, 0.69 g (88%) of the title compound are obtained M.p.: 174°-175° C. As a reaction SMILES: [Cl:1][C:2]1[CH:3]=[CH:4][C:5]2[C:11]([C:12]3[CH:17]=[CH:16][C:15]([N+:18]([O-:20])=[O:19])=[CH:14][CH:13]=3)=[N:10][NH:9][CH:8]([CH3:21])[CH2:7][C:6]=2[CH:22]=1.[C:23](OC(=O)C)(=[O:25])[CH3:24]>>[C:23]([N:9]1[CH:8]([CH3:21])[CH2:7][C:6]2[CH:22]=[C:2]([Cl:1])[CH:3]=[CH:4][C:5]=2[C:11]([C:12]2[CH:13]=[CH:14][C:15]([N+:18]([O-:20])=[O:19])=[CH:16][CH:17]=2)=[N:10]1)(=[O:25])[CH3:24]. Reactants: ClC=1C=CC2=C(CC(NN=C2C2=CC=C(C=C2)[N+](=O)[O-])C)C1 (7-chloro-4-methyl-1-(4-nitrophenyl)-4,5-dihydro-3H-2,3-benzodiazepine), C(C)(=O)OC(C)=O (acetic anhydride), ice water. Reactants: Cc1ccccc1, c1ccc(-n2nc3ccccc3c2NC2CCCCC2)cc1, Cc1cccc(C)c1N=C=O. As a reaction SMILES: [CH3:34][c:35]1[cH:36][cH:37][cH:38][cH:39][cH:40]1.[CH:1]1([NH:7][c:8]2[n:9](-[c:17]3[cH:18][cH:19][cH:20][cH:21][cH:22]3)[n:10][c:11]3[cH:12][cH:13][cH:14][cH:15][c:16]23)[CH2:2][CH2:3][CH2:4][CH2:5][CH2:6]1.[N:23](=[C:24]=[O:25])[c:26]1[c:27]([CH3:33])[cH:28][cH:29][cH:30][c:31]1[CH3:32]>>[CH:1]1([N:7]([c:8]2[n:9](-[c:17]3[cH:18][cH:19][cH:20][cH:21][cH:22]3)[n:10][c:11]3[cH:12][cH:13][cH:14][cH:15][c:16]23)[C:24]([NH:23][c:26]2[c:27]([CH3:33])[cH:28][cH:29][cH:30][c:31]2[CH3:32])=[O:25])[CH2:2][CH2:3][CH2:4][CH2:5][CH2:6]1. Yields the product Cc1cccc(C)c1NC(=O)N(c1c2ccccc2nn1-c1ccccc1)C1CCCCC1. The reactants are C(C=C)OC=1C=C(C=CC1C=C)OS(=O)(=O)C(F)(F)F (trifluoro-methanesulfonic acid 3-allyloxy-4-vinyl-phenyl ester), Ru. Run in ClCCl (dichloromethane). Run at time 2 hour. The product is O1CC=CC2=CC=C(C=C12)OS(=O)(=O)C(F)(F)F (Trifluoro-methanesulfonic acid 2H-chromen-7-yl ester). RXN SMILES: [CH2:1]([O:4][C:5]1[CH:6]=[C:7]([O:13][S:14]([C:17]([F:20])([F:19])[F:18])(=[O:16])=[O:15])[CH:8]=[CH:9][C:10]=1[CH:11]=[CH2:12])C=C>ClCCl>[O:4]1[C:5]2[C:10](=[CH:9][CH:8]=[C:7]([O:13][S:14]([C:17]([F:18])([F:19])[F:20])(=[O:15])=[O:16])[CH:6]=2)[CH:11]=[CH:12][CH2:1]1. Procedure details: To a solution of trifluoro-methanesulfonic acid 3-allyloxy-4-vinyl-phenyl ester (0.68 g, 2.2 mmol) in dichloromethane (5 ml) was added Ru-catalyst (Grubb's catalyst) (36 mg, 2 mol %), and the reaction mixture was stirred for 2 h at room temperature. After that period the reaction was complete (GC) and the reaction mixture was used in the next step without any work-up. Analytical sample was obtained after removal of the solvent by silica gel column chromatography (EA:Hex, 1:20). The reactants are COC1=CC=C(COCC=2C=C(C=NC2)C2=NN(C(C2)C2=C(C=CC=C2)O)C(=O)C=2SC(=CC2)C2=NC=CC=C2)C=C1 (2-{3-(5-{[(4-methoxybenzyl)oxy]methyl}pyridin-3-yl)-1-[(5-pyridin-2-yl-2-thienyl)carbonyl]-4,5-dihydro-1H-pyrazol-5-yl}phenol), Cl (HCl). Run in CO (MeOH). Run at temperature 65 celsius, time 6 hour. The product is OCC=1C=C(C=NC1)C1=NN(C(C1)C1=C(C=CC=C1)O)C(=O)C=1SC(=CC1)C1=NC=CC=C1 (2-{3-[5-(hydroxymethyl)pyridin-3-yl]-1-[(5-pyridin-2-yl-2-thienyl)carbonyl]-4,5-dihydro-1H-pyrazol-5-yl}phenol). Reaction SMILES: COC1C=CC(C[O:8][CH2:9][C:10]2[CH:11]=[C:12]([C:16]3[CH2:20][CH:19]([C:21]4[CH:26]=[CH:25][CH:24]=[CH:23][C:22]=4[OH:27])[N:18]([C:28]([C:30]4[S:31][C:32]([C:35]5[CH:40]=[CH:39][CH:38]=[CH:37][N:36]=5)=[CH:33][CH:34]=4)=[O:29])[N:17]=3)[CH:13]=[N:14][CH:15]=2)=CC=1.Cl>CO>[OH:8][CH2:9][C:10]1[CH:11]=[C:12]([C:16]2[CH2:20][CH:19]([C:21]3[CH:26]=[CH:25][CH:24]=[CH:23][C:22]=3[OH:27])[N:18]([C:28]([C:30]3[S:31][C:32]([C:35]4[CH:40]=[CH:39][CH:38]=[CH:37][N:36]=4)=[CH:33][CH:34]=3)=[O:29])[N:17]=2)[CH:13]=[N:14][CH:15]=1. Procedure details: To a suspension of 2-{3-(5-{[(4-methoxybenzyl)oxy]methyl}pyridin-3-yl)-1-[(5-pyridin-2-yl-2-thienyl)carbonyl]-4,5-dihydro-1H-pyrazol-5-yl}phenol (0.070 g, 0.12 mmol) in MeOH (6 mL) was added HCl. The reaction mixture was allowed to stir at 65° C. for 6 h and then at rt overnight. Reaction was incomplete, so the mixture was allowed to stir at 65° C. for an additional 10 h and then cooled to rt and concentrated. The residue was purified by column chromatography to give 2-{3-[5-(hydroxymethyl)pyrid... Starting materials: C(CC)C1=C(C(=NC(=N1)S)O)CC1=CC=C(C=C1)C1=C(C=CC=C1)C#N (6-n-propyl-2-mercapto-4-hydroxy-5[(2'-cyano-4-biphenylyl)methyl]pyrimidine), [OH-].[K+] (potassium hydroxide), CI (methyl iodide). The solvent is CO (methanol). Conditions: time 4 hour. Yields the product C(CC)C1=C(C(=NC(=N1)SC)O)CC1=CC=C(C=C1)C1=C(C=CC=C1)C#N (6-n-propyl-2-methylthio-4-hydroxy-5-[(2'-cyano-4-biphenylyl)methyl]pyrimidine). As a reaction SMILES: [CH2:1]([C:4]1[N:9]=[C:8]([SH:10])[N:7]=[C:6]([OH:11])[C:5]=1[CH2:12][C:13]1[CH:18]=[CH:17][C:16]([C:19]2[CH:24]=[CH:23][CH:22]=[CH:21][C:20]=2[C:25]#[N:26])=[CH:15][CH:14]=1)[CH2:2][CH3:3].[OH-].[K+].[CH3:29]I>CO>[CH2:1]([C:4]1[N:9]=[C:8]([S:10][CH3:29])[N:7]=[C:6]([OH:11])[C:5]=1[CH2:12][C:13]1[CH:18]=[CH:17][C:16]([C:19]2[CH:24]=[CH:23][CH:22]=[CH:21][C:20]=2[C:25]#[N:26])=[CH:15][CH:14]=1)[CH2:2][CH3:3] |f:1.2|. Reported procedure: 26 g of 6-n-propyl-2-mercapto-4-hydroxy-5[(2'-cyano-4-biphenylyl)methyl]pyrimidine, prepared in Example 100, are stirred for 15 minutes in a solution of 5 g of potassium hydroxide in 100 ml of methanol. 6 ml of methyl iodide are added to the mixture, which is then stirred for 4 hours at room temperature. The crystals formed are drained, washed with water and then with ether and dried to give 23 g of 6-n-propyl-2-methylthio-4-hydroxy-5-[(2'-cyano-4-biphenylyl)methyl]pyrimidine in the form of crys... RXN SMILES: [CH2:1]([O:4][C:5]1[CH:10]=[CH:9][C:8]([CH2:11][C:12]([OH:14])=[O:13])=[CH:7][C:6]=1[Cl:15])[CH:2]=[CH2:3].[CH:16]1[C:21]([N+:22]([O-:24])=[O:23])=[CH:20][CH:19]=[C:18](O)[CH:17]=1.C1CCC(N=C=NC2CCCCC2)CC1>O1CCCC1.C(Cl)(Cl)Cl>[N+:22]([C:21]1[CH:16]=[CH:17][C:18]([O:13][C:12](=[O:14])[CH2:11][C:8]2[CH:9]=[CH:10][C:5]([O:4][CH2:1][CH:2]=[CH2:3])=[C:6]([Cl:15])[CH:7]=2)=[CH:19][CH:20]=1)([O-:24])=[O:23]. Solvent: C(Cl)(Cl)Cl (chloroform), O1CCCC1 (tetrahydrofuran). Reported procedure: 4-Allyloxy-3-chloro-phenylacetic acid (4.3 g) was dissolved in dry tetrahydrofuran (20 ml). To the solution was added p-nitrophenol (2.28 g) in dry chloroform (30 ml). DCC (4.1 g) was then added and the whole was then stirred at room temperature overnight. Yields the product [N+](=O)([O-])C1=CC=C(C=C1)OC(CC1=CC(=C(C=C1)OCC=C)Cl)=O (4-Allyloxy-3-chloro-phenylacetic acid p-nitrophenyl ester). Conditions: time 8 hour. Reactants: C1=CC(=CC=C1[N+](=O)[O-])O (p-nitrophenol), C(C=C)OC1=C(C=C(C=C1)CC(=O)O)Cl (4-Allyloxy-3-chloro-phenylacetic acid), C1CCC(CC1)N=C=NC2CCCCC2 (DCC).